This data is from the Open Reaction Database (ORD), a public repository of structured organic reaction records. The task is: describe an organic reaction: reactants, conditions, products, and yield The reactants are [I-].C(C)C1=CC(=CC2=[S+]C3=CC(=CC(=C3N=C12)C)N1CCOCC1)N1CCN(CCC1)C(=O)OC(C)(C)C (1-ethyl-9-methyl-7-morpholino-3-(4-Boc-1,4-diazepane-1-yl)phenothiazin-5-ium iodide), ClCCl (dichloromethane). The solvent is Cl (HCl). The product is [Cl-].C(C)C1=CC(=CC2=[S+]C3=CC(=CC(=C3N=C12)C)N1CCOCC1)N1CCNCCC1 (1-Ethyl-9-methyl-7-morpholino-3-(1,4-diazepane-1-yl)phenothiazin-5-ium chloride). Reaction SMILES: [I-].[CH2:2]([C:4]1[C:17]2[C:8](=[S+:9][C:10]3[C:15]([N:16]=2)=[C:14]([CH3:18])[CH:13]=[C:12]([N:19]2[CH2:24][CH2:23][O:22][CH2:21][CH2:20]2)[CH:11]=3)[CH:7]=[C:6]([N:25]2[CH2:31][CH2:30][CH2:29][N:28](C(OC(C)(C)C)=O)[CH2:27][CH2:26]2)[CH:5]=1)[CH3:3].[Cl:39]CCl>Cl>[Cl-:39].[CH2:2]([C:4]1[C:17]2[C:8](=[S+:9][C:10]3[C:15]([N:16]=2)=[C:14]([CH3:18])[CH:13]=[C:12]([N:19]2[CH2:24][CH2:23][O:22][CH2:21][CH2:20]2)[CH:11]=3)[CH:7]=[C:6]([N:25]2[CH2:31][CH2:30][CH2:29][NH:28][CH2:27][CH2:26]2)[CH:5]=1)[CH3:3] |f:0.1,4.5|. Procedure: A solution of 1-ethyl-9-methyl-7-morpholino-3-(4-Boc-1,4-diazepane-1-yl)phenothiazin-5-ium iodide (65 mg, 0.1 mmol) in dichloromethane (10 mL) and HCl (1.0 mL, 4 M solution in 1,4-dioxane) was stirred for 2 h at 50° C. Product was precipitated, liquid was decanted. Solid material was dissolved in methanol and concentrated to dryness. Reactants: COC(=O)C(=O)c1c[nH]c2cc(OCc3ccccc3)ccc12, CI, CN(C)C=O, [H-], [Na+]. Reaction SMILES: [CH3:1][O:2][C:3]([C:4](=[O:5])[c:6]1[cH:7][nH:8][c:9]2[cH:10][c:11]([O:15][CH2:16][c:17]3[cH:18][cH:19][cH:20][cH:21][cH:22]3)[cH:12][cH:13][c:14]12)=[O:23].[CH3:26][I:27].[CH3:28][N:29]([CH3:30])[CH:31]=[O:32].[H-:24].[Na+:25]>>[CH3:1][O:2][C:3]([C:4](=[O:5])[c:6]1[cH:7][n:8]([CH3:26])[c:9]2[cH:10][c:11]([O:15][CH2:16][c:17]3[cH:18][cH:19][cH:20][cH:21][cH:22]3)[cH:12][cH:13][c:14]12)=[O:23]. Product: COC(=O)C(=O)c1cn(C)c2cc(OCc3ccccc3)ccc12. Starting materials: C(C)(=O)OC1=C(C(=C(C=C1C)O)C(C)=O)C (3-acetyl-4-hydroxy-2,6-dimethylphenyl acetate), C1(CCC1)=O (cyclobutanone), N1CCCC1 (pyrrolidine), O (water). Solvent: C1(=CC=CC=C1)C (toluene), C(C)(=O)OCC (ethyl acetate). Conditions: time 15 minute. The product is C(C)(=O)OC=1C(=C2C(CC3(CCC3)OC2=CC1C)=O)C (5,7-dimethyl-4-oxo-3,4-dihydrospiro[chromene-2,1′-cyclobutan]-6-yl acetate), OC=1C(=C2C(CC3(CCC3)OC2=CC1C)=O)C (6-hydroxy-5,7-dimethylspiro[chromene-2,1′-cyclobutan]-4(3H)-one). Reaction SMILES: [C:1]([O:4][C:5]1[C:10]([CH3:11])=[CH:9][C:8]([OH:12])=[C:7]([C:13](=[O:15])[CH3:14])[C:6]=1[CH3:16])(=[O:3])[CH3:2].[C:17]1(=O)[CH2:20][CH2:19][CH2:18]1.N1[CH2:26][CH2:25][CH2:24][CH2:23]1.O>C1(C)C=CC=CC=1.C(OCC)(=O)C>[C:1]([O:4][C:5]1[C:6]([CH3:16])=[C:7]2[C:8](=[CH:9][C:10]=1[CH3:11])[O:12][C:17]1([CH2:20][CH2:19][CH2:18]1)[CH2:14][C:13]2=[O:15])(=[O:3])[CH3:2].[OH:4][C:5]1[C:6]([CH3:16])=[C:7]2[C:8](=[CH:9][C:10]=1[CH3:11])[O:12][C:23]1([CH2:26][CH2:25][CH2:24]1)[CH2:14][C:13]2=[O:15]. Reported procedure: To a solution 3-acetyl-4-hydroxy-2,6-dimethylphenyl acetate (13 g) and cyclobutanone (4.5 g) in toluene (150 mL) was added pyrrolidine (5.4 mL, 4.6 g). The solution was stirred at room temperature for 15 min and then refluxed for 5 hours equipped with Dean-Stark water trap. The solution was diluted with ethyl acetate, washed with diluted hydrochloride acid water solution, water and brine. Evaporation and chromatography (silica gel, hexane-ethyl acetate 1% to 10%) gave 5.5 g of 5,7-dimethyl-4-oxo... Reactants: FC=1C=C(C=O)C=CC1C=1SC2=NC(=CC=C2N1)C1(CC=CC1)C1=CC=CC=C1 (3-fluoro-4-(5-(1-phenylcyclopent-3-enyl)thiazolo[5,4-b]pyridine-2-yl)-benzaldehyde), Cl.N1CC(C1)C(=O)OC (methyl azetidine-3-carboxylate hydrochloride). Product: FC=1C=C(C=CC1C=1SC2=NC(=CC=C2N1)C1(CC=CC1)C1=CC=CC=C1)CN1CC(C1)C(=O)OC (methyl 1-((3-fluoro-4-(5-(1-phenylcyclopent-3-enyl)thiazolo[5,4-b]pyridine-2-yl)phenyl)-methyl)azetidine-3-carboxylate). RXN SMILES: [F:1][C:2]1[CH:3]=[C:4]([CH:7]=[CH:8][C:9]=1[C:10]1[S:11][C:12]2[C:17]([N:18]=1)=[CH:16][CH:15]=[C:14]([C:19]1([C:24]3[CH:29]=[CH:28][CH:27]=[CH:26][CH:25]=3)[CH2:23][CH:22]=[CH:21][CH2:20]1)[N:13]=2)[CH:5]=O.Cl.[NH:31]1[CH2:34][CH:33]([C:35]([O:37][CH3:38])=[O:36])[CH2:32]1>>[F:1][C:2]1[CH:3]=[C:4]([CH2:5][N:31]2[CH2:34][CH:33]([C:35]([O:37][CH3:38])=[O:36])[CH2:32]2)[CH:7]=[CH:8][C:9]=1[C:10]1[S:11][C:12]2[C:17]([N:18]=1)=[CH:16][CH:15]=[C:14]([C:19]1([C:24]3[CH:25]=[CH:26][CH:27]=[CH:28][CH:29]=3)[CH2:20][CH:21]=[CH:22][CH2:23]1)[N:13]=2 |f:1.2|. Procedure details: Reaction of 3-fluoro-4-(5-(1-phenylcyclopent-3-enyl)thiazolo[5,4-b]pyridine-2-yl)-benzaldehyde (0.48 g, 1.2 mmol), methyl azetidine-3-carboxylate hydrochloride (0.365 g, 2.41 mmol) according to Reference R and the general procedure for reductive amination gave methyl 1-((3-fluoro-4-(5-(1-phenylcyclopent-3-enyl)thiazolo[5,4-b]pyridine-2-yl)phenyl)-methyl)azetidine-3-carboxylate as an oil which partially solidified to a white solid. MS (ESI) m/z: Calculated: 499.0; Observed: 500.1 (M++1).